Task: describe an organic reaction: reactants, conditions, products, and yield. Dataset: the Open Reaction Database (ORD), a public repository of structured organic reaction records The reactants are CC(=O)O, Cl, Cl, CCOC(=O)C(CCCCCN)NC1COc2ccccc2N(CC(=O)O)C1=O, [Na+], [OH-]. Product: NCCCCCC(NC1COc2ccccc2N(CC(=O)O)C1=O)C(=O)O. As a reaction SMILES: [CH3:32][C:33](=[O:34])[OH:35].[ClH:1].[ClH:2].[NH2:3][CH2:4][CH2:5][CH2:6][CH2:7][CH2:8][CH:9]([C:10](=[O:11])[O:12][CH2:13][CH3:14])[NH:15][CH:16]1[CH2:17][O:18][c:19]2[c:20]([cH:28][cH:29][cH:30][cH:31]2)[N:21]([CH2:24][C:25](=[O:26])[OH:27])[C:22]1=[O:23].[Na+:37].[OH-:36]>>[NH2:3][CH2:4][CH2:5][CH2:6][CH2:7][CH2:8][CH:9]([C:10](=[O:11])[OH:12])[NH:15][CH:16]1[CH2:17][O:18][c:19]2[c:20]([cH:28][cH:29][cH:30][cH:31]2)[N:21]([CH2:24][C:25](=[O:26])[OH:27])[C:22]1=[O:23]. Reactants: C(CCC)[Li] (n-butyl lithium), solution, BrC=1C=C(C=C2C=CC(NC12)=O)C=1C(=NC(=CC1)C)C (8-bromo-6-[2,6-dimethyl-pyrid-3-yl]-2-(1H)-quinolone), C=O (formaldehyde), [Cl-].[NH4+] (ammonium chloride). Solvent: CCCCCC (n-hexane), C1CCOC1 (THF). Run at time 2 hour. The product is OCC=1C=C(C=C2C=CC(NC12)=O)C=1C(=NC(=CC1)C)C (8-hydroxymethyl-6-[2,6-dimethylpyrid-3-yl]-2-(1H)-quinolone). Reaction SMILES: C([Li])CCC.Br[C:7]1[CH:8]=[C:9]([C:18]2[C:19]([CH3:25])=[N:20][C:21]([CH3:24])=[CH:22][CH:23]=2)[CH:10]=[C:11]2[C:16]=1[NH:15][C:14](=[O:17])[CH:13]=[CH:12]2.[CH2:26]=[O:27].[Cl-].[NH4+]>CCCCCC.C1COCC1>[OH:27][CH2:26][C:7]1[CH:8]=[C:9]([C:18]2[C:19]([CH3:25])=[N:20][C:21]([CH3:24])=[CH:22][CH:23]=2)[CH:10]=[C:11]2[C:16]=1[NH:15][C:14](=[O:17])[CH:13]=[CH:12]2 |f:3.4|. Procedure details: A solution of n-butyl lithium [1.04 cm3 of a 1.6M solution in n-hexane] was added at -70° to a stirred solution of 8-bromo-6-[2,6-dimethyl-pyrid-3-yl]-2-(1H)-quinolone (0.25 g) in THF (20 cm3) under nitrogen. After 2 hours, gaseous formaldehyde [generated by sublimation of paraformaldehyde (0.3 g)] was passed over the solution, and, after stirring for a further 10 minutes, the mixture was allowed to warm to room temperature. Saturated ammonium chloride solution (10 cm3) was then added and the mi...